This data is from the Open Reaction Database (ORD), a public repository of structured organic reaction records. The task is: describe an organic reaction: reactants, conditions, products, and yield Reactants: C1=CC=C(C=C1)P(C2=CC=CC=C2)C3=CC=CC=C3 (PPh3), CCOC(=O)/N=N/C(=O)OCC (DEAD), C(C)(C)(C)OC(=O)N1[C@@H](CCC1)CO ((S)-1-t-Butoxycarbonyl-2-pyrrolidinemethanol), CC1=C(C=NC=C1)O (4-methyl-3-pyridinol), FC(C(=O)O)(F)F (trifluoroacetic acid). Solvent: C1CCOC1 (THF). Conditions: time 5 minute. Yields the product CC1=C(C=NC=C1)O (4-methyl-3-pyridinol), CC1=C(C=NC=C1)OC[C@H]1NCCC1 (4-methyl-3-(2-(S)-pyrrolidinylmethoxy)pyridine). Reaction SMILES: C(OC([N:8]1[CH2:12][CH2:11][CH2:10][C@H:9]1[CH2:13][OH:14])=O)(C)(C)C.[CH3:15][C:16]1[CH:21]=[CH:20][N:19]=[CH:18][C:17]=1[OH:22].CCOC(/N=N/C(OCC)=O)=O.C1C=CC(P(C2C=CC=CC=2)C2C=CC=CC=2)=CC=1.FC(F)(F)C(O)=O>C1COCC1>[CH3:15][C:16]1[CH:21]=[CH:20][N:19]=[CH:18][C:17]=1[OH:22].[CH3:15][C:16]1[CH:21]=[CH:20][N:19]=[CH:18][C:17]=1[O:14][CH2:13][C@@H:9]1[CH2:10][CH2:11][CH2:12][NH:8]1. Procedure details: (S)-1-t-Butoxycarbonyl-2-pyrrolidinemethanol (590 mg, 2.94 mmol), 4-methyl-3-pyridinol (320 mg, 2.94 mmol), DEAD (509 uL, 3.23 mmol) and PPh3 (848 mg, 3.23 mmol) in THF (100 mL) were allowed to react as described in Example 2a. Solvent was removed, and the residue was chromatographed with CHCl3 /MeOH (10:1) to provide 1.8 g of the crude mixture. This material was immediately treated with trifluoroacetic acid (2.0 mL) at room temperature for 3 hours, and excess trifluoroacetic acid was removed un... The reactants are C1CCOC1, CC(C(=O)Nc1ccc(Cl)n(Cc2cccc(Oc3ccccc3)c2)c1=O)N(C)C(=O)OCc1ccccc1, O=C(C=Cc1ccccc1)C=Cc1ccccc1, O=C(C=Cc1ccccc1)C=Cc1ccccc1, O=C(C=Cc1ccccc1)C=Cc1ccccc1, [F-], [K+], [Pd], [Pd], OB(O)c1ccccc1. Yields the product CC(C(=O)Nc1ccc(-c2ccccc2)n(Cc2cccc(Oc3ccccc3)c2)c1=O)N(C)C(=O)OCc1ccccc1. As a reaction SMILES: [CH2:107]1[O:108][CH2:109][CH2:110][CH2:111]1.[CH2:1]([c:2]1[cH:3][cH:4][cH:5][cH:6][cH:7]1)[O:8][C:9]([N:10]([CH3:11])[CH:12]([CH3:13])[C:14]([NH:15][c:16]1[c:17](=[O:37])[n:18]([CH2:23][c:24]2[cH:25][c:26]([O:30][c:31]3[cH:32][cH:33][cH:34][cH:35][cH:36]3)[cH:27][cH:28][cH:29]2)[c:19]([Cl:22])[cH:20][cH:21]1)=[O:38])=[O:39].[CH:53](=[CH:54][C:55]([CH:56]=[CH:57][c:58]1[cH:59][cH:60][cH:61][cH:62][cH:63]1)=[O:64])[c:65]1[cH:66][cH:67][cH:68][cH:69][cH:70]1.[CH:71](=[CH:72][C:73]([CH:74]=[CH:75][c:76]1[cH:77][cH:78][cH:79][cH:80][cH:81]1)=[O:82])[c:83]1[cH:84][cH:85][cH:86][cH:87][cH:88]1.[CH:89](=[CH:90][C:91]([CH:92]=[CH:93][c:94]1[cH:95][cH:96][cH:97][cH:98][cH:99]1)=[O:100])[c:101]1[cH:102][cH:103][cH:104][cH:105][cH:106]1.[F-:49].[K+:50].[Pd:51].[Pd:52].[c:40]1([B:46]([OH:47])[OH:48])[cH:41][cH:42][cH:43][cH:44][cH:45]1>>[CH2:1]([c:2]1[cH:3][cH:4][cH:5][cH:6][cH:7]1)[O:8][C:9]([N:10]([CH3:11])[CH:12]([CH3:13])[C:14]([NH:15][c:16]1[c:17](=[O:37])[n:18]([CH2:23][c:24]2[cH:25][c:26]([O:30][c:31]3[cH:32][cH:33][cH:34][cH:35][cH:36]3)[cH:27][cH:28][cH:29]2)[c:19](-[c:40]2[cH:41][cH:42][cH:43][cH:44][cH:45]2)[cH:20][cH:21]1)=[O:38])=[O:39].